Dataset: the Open Reaction Database (ORD), a public repository of structured organic reaction records. Task: describe an organic reaction: reactants, conditions, products, and yield Starting materials: CCO, N#Cc1cc(Cl)cc(C(=O)[O-])c1, C1CCOC1. Product: N#Cc1cc(Cl)cc(CO)c1. RXN SMILES: [CH3:13][CH2:14][OH:15].[Cl:1][c:2]1[cH:3][c:4]([C:5](=[O:6])[O-:7])[cH:8][c:9]([C:11]#[N:12])[cH:10]1.[O:16]1[CH2:17][CH2:18][CH2:19][CH2:20]1>>[Cl:1][c:2]1[cH:3][c:4]([CH2:5][OH:6])[cH:8][c:9]([C:11]#[N:12])[cH:10]1. Reactants: C1(=C(C=CC=C1)P(C1=C(C=CC=C1)C)C1=C(C=CC=C1)C)C (tri-o-tolylphosphine), C(CCC)N(CCCC)CCCC (tributylamine), C1(=CC=CC=C1)S(=O)(=O)N[C@H](COC=1C=C(C#N)C=CC1I)CC1=CC=C(C=C1)OC1CCN(CC1)C(=O)OCC1=CC=CC=C1 (3-[(2S)-2-(benzenesulfonylamino)-3-[4-(1-benzyloxycarbonyl-4-piperidyloxy)phenyl]propoxy]-4-iodobenzonitrile), N(C(=O)C)C(C(=O)OC)=C (methyl 2-acetaminoacrylate). The reagents and catalysts are C(C)(=O)[O-].[Pd+2].C(C)(=O)[O-] (palladium (II) acetate). Run in C(C)#N (acetonitrile). Product: C(C)(=O)NC(C(=O)OC)=CC1=C(C=C(C=C1)C#N)OC[C@H](CC1=CC=C(C=C1)OC1CCNCC1)NS(=O)(=O)C1=CC=CC=C1 (methyl 2-acetylamino-3-[2-[(2S)-2-(benzenesulfonylamino)-3-[4-(4-piperidyloxy)phenyl]propoxy]-4-cyanophenyl]acrylate). As a reaction SMILES: [C:1]1([S:7]([NH:10][C@@H:11]([CH2:23][C:24]2[CH:29]=[CH:28][C:27]([O:30][CH:31]3[CH2:36][CH2:35][N:34](C(OCC4C=CC=CC=4)=O)[CH2:33][CH2:32]3)=[CH:26][CH:25]=2)[CH2:12][O:13][C:14]2[CH:15]=[C:16]([CH:19]=[CH:20][C:21]=2I)[C:17]#[N:18])(=[O:9])=[O:8])[CH:6]=[CH:5][CH:4]=[CH:3][CH:2]=1.[NH:47]([C:51](=[CH2:56])[C:52]([O:54][CH3:55])=[O:53])[C:48]([CH3:50])=[O:49].C1(C)C=CC=CC=1P(C1C=CC=CC=1C)C1C=CC=CC=1C.C(N(CCCC)CCCC)CCC>C(#N)C.C([O-])(=O)C.[Pd+2].C([O-])(=O)C>[C:48]([NH:47][C:51](=[CH:56][C:21]1[CH:20]=[CH:19][C:16]([C:17]#[N:18])=[CH:15][C:14]=1[O:13][CH2:12][C@@H:11]([NH:10][S:7]([C:1]1[CH:2]=[CH:3][CH:4]=[CH:5][CH:6]=1)(=[O:9])=[O:8])[CH2:23][C:24]1[CH:25]=[CH:26][C:27]([O:30][CH:31]2[CH2:32][CH2:33][NH:34][CH2:35][CH2:36]2)=[CH:28][CH:29]=1)[C:52]([O:54][CH3:55])=[O:53])(=[O:49])[CH3:50] |f:5.6.7|. Reported procedure: 197 mg (0.26 mmol)) of 3-[(2S)-2-(benzenesulfonylamino)-3-[4-(1-benzyloxycarbonyl-4-piperidyloxy)phenyl]propoxy]-4-iodobenzonitrile and 74.4 mg (0.52 mmol) of methyl 2-acetaminoacrylate were dissolved in 6 ml of acetonitrile. 7.3 mg (0.03 mmol) of palladium (II) acetate, 55 mg (0.18 mmol) of tri-o-tolylphosphine and 96 mg (0.52 mmol) of tributylamine were added to the solution, and they were heated under reflux overnight. The solvent was distilled off and the residue was treated with ethyl aceta... The reactants are BrC(C(=O)C1=CC=CC=C1)C (2-bromo-propiophenone), C(C)(=O)NC(=N)N (1-acetyl-guanidine). Run in CN(C)C=O (DMF). Yields the product C(C)(=O)NC=1NC(=C(N1)C1=CC=CC=C1)C (2-acetylamino-5-methyl-4-phenyl-imidazole). As a reaction SMILES: Br[CH:2]([CH3:11])[C:3]([C:5]1[CH:10]=[CH:9][CH:8]=[CH:7][CH:6]=1)=O.[C:12]([NH:15][C:16]([NH2:18])=[NH:17])(=[O:14])[CH3:13]>CN(C=O)C>[C:12]([NH:15][C:16]1[NH:17][C:2]([CH3:11])=[C:3]([C:5]2[CH:10]=[CH:9][CH:8]=[CH:7][CH:6]=2)[N:18]=1)(=[O:14])[CH3:13]. Procedure: Prepared by reacting 2-bromo-propiophenone with 3 equivalents of 1-acetyl-guanidine in DMF (ambient temperature, 3 days). Reactants: ClC1=C(C=C(C=C1)Cl)CC(=S)O (2,5-dichlorophenylthioacetic acid), S(=O)(Cl)Cl (thionyl chloride). The solvent is C(Cl)Cl (methylene chloride). The product is ClC1=C(C=C(C=C1)Cl)CC(=S)Cl (2,5-dichlorophenyl-thioacetyl chloride). Yield: 106.5%. RXN SMILES: [Cl:1][C:2]1[CH:7]=[CH:6][C:5]([Cl:8])=[CH:4][C:3]=1[CH2:9][C:10](O)=[S:11].S(Cl)([Cl:15])=O>C(Cl)Cl>[Cl:1][C:2]1[CH:7]=[CH:6][C:5]([Cl:8])=[CH:4][C:3]=1[CH2:9][C:10]([Cl:15])=[S:11]. Procedure: A solution of 2,5-dichlorophenylthioacetic acid (13.0 g, 54.9 mmol) in methylene chloride (55 mL) and thionyl chloride (10 mL, 137 mmol) was heated at reflux for 3 h. The reaction mixture was allowed to cool to room temperature and was concentrated in vacuo. The residue was evaporated two times from toluene to give 14 g of 2,5-dichlorophenyl-thioacetyl chloride (100% yield) as a slightly colored product which was used in the next step without purification. 1H NMR (300 MHz, CDCl3) δ4.13 (s, 2H), ...